From a dataset of the Open Reaction Database (ORD), a public repository of structured organic reaction records. describe an organic reaction: reactants, conditions, products, and yield The reactants are NC[C@H](O)C=1C=CC(=C(C1)NS(=O)(=O)C)O (N-[5-(2-amino-1-{R}-hydroxyethyl)-2-hydroxyphenyl]-methanesulfonamide), FC1=C(CN(C(=O)NC2=CC=C(C=C2)S(=O)(=O)N2CCC(CC2)C=O)C(C)C)C=C(C=C1)F (1-(2,5-difluoro-benzyl)-3-[4-(4-formyl-piperidine-1-sulfonyl)-phenyl]-1-isopropyl-urea), C(C)(=O)O (acetic acid), C(#N)[BH3-].[Na+] (sodium cyanoborohydride). Yields the product FC1=C(CN(C(NC2=CC=C(C=C2)S(=O)(=O)N2CCC(CC2)CNC[C@H](O)C=2C=CC(=C(C2)NS(=O)(=O)C)O)=O)C(C)C)C=C(C=C1)F (N-(5-{(1R)-2-[(1-{4-[3-(2,5-Difluoro-benzyl)-3-isopropyl-ureido]-benzenesulfonyl}-piperidin-4-ylmethyl)-amino]-1-hydroxy-ethyl}-2-hydroxy-phenyl)-methanesulfonamide). Yield: 29.3%. Reaction SMILES: [NH2:1][CH2:2][C@@H:3]([C:5]1[CH:6]=[CH:7][C:8]([OH:16])=[C:9]([NH:11][S:12]([CH3:15])(=[O:14])=[O:13])[CH:10]=1)[OH:4].[F:17][C:18]1[CH:48]=[CH:47][C:46]([F:49])=[CH:45][C:19]=1[CH2:20][N:21]([CH:42]([CH3:44])[CH3:43])[C:22]([NH:24][C:25]1[CH:30]=[CH:29][C:28]([S:31]([N:34]2[CH2:39][CH2:38][CH:37]([CH:40]=O)[CH2:36][CH2:35]2)(=[O:33])=[O:32])=[CH:27][CH:26]=1)=[O:23].C(O)(=O)C.C([BH3-])#N.[Na+]>>[F:17][C:18]1[CH:48]=[CH:47][C:46]([F:49])=[CH:45][C:19]=1[CH2:20][N:21]([CH:42]([CH3:44])[CH3:43])[C:22](=[O:23])[NH:24][C:25]1[CH:30]=[CH:29][C:28]([S:31]([N:34]2[CH2:35][CH2:36][CH:37]([CH2:40][NH:1][CH2:2][C@@H:3]([C:5]3[CH:6]=[CH:7][C:8]([OH:16])=[C:9]([NH:11][S:12]([CH3:15])(=[O:14])=[O:13])[CH:10]=3)[OH:4])[CH2:38][CH2:39]2)(=[O:33])=[O:32])=[CH:27][CH:26]=1 |f:3.4|. Procedure: The title compound was prepared from N-[5-(2-amino-1-{R}-hydroxyethyl)-2-hydroxyphenyl]-methanesulfonamide (0.154 g, 0.63 mmol), 1-(2,5-difluoro-benzyl)-3-[4-(4-formyl-piperidine-1-sulfonyl)-phenyl]-1-isopropyl-urea (1.0 mmol), glacial acetic acid (0.036 g, 0.63 mmol) and sodium cyanoborohydride (0.039 g, 0.63 mmol) according to the general procedure used for example 84 (Step E) to give the final product (0.131 g).